This data is from the Open Reaction Database (ORD), a public repository of structured organic reaction records. The task is: describe an organic reaction: reactants, conditions, products, and yield Starting materials: [BH4-], Cc1cccc(C)c1NC(=O)CN1CCNCC1, CCO, CC(C)O, ClCCl, O=C1CCN(C(=O)c2cc(C(F)(F)F)cc(C(F)(F)F)c2)C(Cc2cc(F)cc(F)c2)C1, [Na+], O. The product is Cc1cccc(C)c1NC(=O)CN1CCN(C2CCN(C(=O)c3cc(C(F)(F)F)cc(C(F)(F)F)c3)C(Cc3cc(F)cc(F)c3)C2)CC1. Reaction SMILES: [BH4-:51].[CH3:33][c:34]1[c:35]([NH:41][C:42]([CH2:43][N:44]2[CH2:45][CH2:46][NH:47][CH2:48][CH2:49]2)=[O:50])[c:36]([CH3:40])[cH:37][cH:38][cH:39]1.[CH3:53][CH2:54][OH:55].[CH3:56][CH:57]([OH:58])[CH3:59].[Cl:60][CH2:61][Cl:62].[F:1][C:2]([c:3]1[cH:4][c:5]([C:6](=[O:7])[N:8]2[CH:9]([CH2:15][c:16]3[cH:17][c:18]([F:23])[cH:19][c:20]([F:22])[cH:21]3)[CH2:10][C:11](=[O:14])[CH2:12][CH2:13]2)[cH:24][c:25]([C:27]([F:28])([F:29])[F:30])[cH:26]1)([F:31])[F:32].[Na+:52].[OH2:63]>>[F:1][C:2]([c:3]1[cH:4][c:5]([C:6](=[O:7])[N:8]2[CH:9]([CH2:15][c:16]3[cH:17][c:18]([F:23])[cH:19][c:20]([F:22])[cH:21]3)[CH2:10][CH:11]([N:47]3[CH2:46][CH2:45][N:44]([CH2:43][C:42]([NH:41][c:35]4[c:34]([CH3:33])[cH:39][cH:38][cH:37][c:36]4[CH3:40])=[O:50])[CH2:49][CH2:48]3)[CH2:12][CH2:13]2)[cH:24][c:25]([C:27]([F:28])([F:29])[F:30])[cH:26]1)([F:31])[F:32]. Starting materials: C(C)(C)(C)OC(=O)N1CCC(CC1)OC1=CC(=C(C=C1)[N+](=O)[O-])C (4-(1-t-butoxycarbonylpiperidin-4-yloxy)-2-methylnitrobenzene). Reagents/catalysts: [Pd] (palladium on carbon). Solvent: CO (methanol). Reaction conditions: time 4 hour. The product is C(C)(C)(C)OC(=O)N1CCC(CC1)OC1=CC(=C(N)C=C1)C (4-(1-t-Butoxycarbonylpiperidin-4-yloxy)-2-methylaniline). Isolated yield 102.6%. As a reaction SMILES: [C:1]([O:5][C:6]([N:8]1[CH2:13][CH2:12][CH:11]([O:14][C:15]2[CH:20]=[CH:19][C:18]([N+:21]([O-])=O)=[C:17]([CH3:24])[CH:16]=2)[CH2:10][CH2:9]1)=[O:7])([CH3:4])([CH3:3])[CH3:2]>CO.[Pd]>[C:1]([O:5][C:6]([N:8]1[CH2:13][CH2:12][CH:11]([O:14][C:15]2[CH:20]=[CH:19][C:18]([NH2:21])=[C:17]([CH3:24])[CH:16]=2)[CH2:10][CH2:9]1)=[O:7])([CH3:4])([CH3:3])[CH3:2]. Procedure: To a solution of 4-(1-t-butoxycarbonylpiperidin-4-yloxy)-2-methylnitrobenzene (3.23 g) in methanol (30 ml) was added palladium on carbon (0.21 g) and the mixture was stirred under a hydrogen atmosphere at room temperature for 4 hours. The reaction mixture was filtered and the filtrate concentrated in vacuo. The residue was purified by chromatography on a silica gel column using hexane/ethyl acetate=1/1 as an eluant to give the desired compound (3.02 g, yield 99%) as a pale red oil. As a reaction SMILES: [C:41](=[O:42])([O-:43])[O-:44].[CH:1]1([c:5]2[n:6][c:7]([I:15])[c:8]3[n:9]2[cH:10][cH:11][n:12][c:13]3[NH2:14])[CH2:2][CH2:3][CH2:4]1.[Na+:45].[Na+:46].[O:47]=[CH:48][N:49]([CH3:50])[CH3:51].[cH:52]1[cH:53][cH:54][c:55]([P:56]([Pd:57]([P:58]([c:59]2[cH:60][cH:61][cH:62][cH:63][cH:64]2)([c:65]2[cH:66][cH:67][cH:68][cH:69][cH:70]2)[c:71]2[cH:72][cH:73][cH:74][cH:75][cH:76]2)([P:77]([c:78]2[cH:79][cH:80][cH:81][cH:82][cH:83]2)([c:84]2[cH:85][cH:86][cH:87][cH:88][cH:89]2)[c:90]2[cH:91][cH:92][cH:93][cH:94][cH:95]2)[P:96]([c:97]2[cH:98][cH:99][cH:100][cH:101][cH:102]2)([c:103]2[cH:104][cH:105][cH:106][cH:107][cH:108]2)[c:109]2[cH:110][cH:111][cH:112][cH:113][cH:114]2)([c:115]2[cH:116][cH:117][cH:118][cH:119][cH:120]2)[c:121]2[cH:122][cH:123][cH:124][cH:125][cH:126]2)[cH:127][cH:128]1.[n:16]1[c:17](-[c:22]2[n:23][c:24]3[cH:25][c:26]([B:32]4[O:33][C:34]([CH3:35])([CH3:36])[C:37]([CH3:38])([CH3:39])[O:40]4)[cH:27][cH:28][c:29]3[cH:30][cH:31]2)[cH:18][cH:19][cH:20][cH:21]1>>[CH:1]1([c:5]2[n:6][c:7](-[c:26]3[cH:25][c:24]4[n:23][c:22](-[c:17]5[n:16][cH:21][cH:20][cH:19][cH:18]5)[cH:31][cH:30][c:29]4[cH:28][cH:27]3)[c:8]3[n:9]2[cH:10][cH:11][n:12][c:13]3[NH2:14])[CH2:2][CH2:3][CH2:4]1. Starting materials: O=C([O-])[O-], Nc1nccn2c(C3CCC3)nc(I)c12, [Na+], [Na+], CN(C)C=O, c1ccc(P(c2ccccc2)(c2ccccc2)[Pd](P(c2ccccc2)(c2ccccc2)c2ccccc2)(P(c2ccccc2)(c2ccccc2)c2ccccc2)P(c2ccccc2)(c2ccccc2)c2ccccc2)cc1, CC1(C)OB(c2ccc3ccc(-c4ccccn4)nc3c2)OC1(C)C. The product is Nc1nccn2c(C3CCC3)nc(-c3ccc4ccc(-c5ccccn5)nc4c3)c12.